This data is from the Open Reaction Database (ORD), a public repository of structured organic reaction records. The task is: describe an organic reaction: reactants, conditions, products, and yield Reactants: C1(CCCC1)OC=1C=C(C=CC1OC)/C=C/C=C/C=C/C=C/C(=O)OC (methyl 9-(3-cyclopentoxy-4-methoxyphenyl)-2,4,6,8-E,E,E,E-nontetraenoate), [H][H] (hydrogen). As a reaction SMILES: [CH:1]1([O:6][C:7]2[CH:8]=[C:9](/[CH:15]=[CH:16]/[CH:17]=[CH:18]/[CH:19]=[CH:20]/[CH:21]=[CH:22]/[C:23]([O:25][CH3:26])=[O:24])[CH:10]=[CH:11][C:12]=2[O:13][CH3:14])[CH2:5][CH2:4][CH2:3][CH2:2]1.[H][H]>CO.[Pd]>[CH:1]1([O:6][C:7]2[CH:8]=[C:9]([CH2:15][CH2:16][CH2:17][CH2:18][CH2:19][CH2:20][CH2:21][CH2:22][C:23]([O:25][CH3:26])=[O:24])[CH:10]=[CH:11][C:12]=2[O:13][CH3:14])[CH2:2][CH2:3][CH2:4][CH2:5]1. The reagents and catalysts are [Pd] (palladium on carbon). The product is C1(CCCC1)OC=1C=C(C=CC1OC)CCCCCCCCC(=O)OC (Methyl 9-(3-cyclopentoxy-4-methoxyphenyl)-n-nonanoate). Procedure: To a solution of 0.22 g (0.62 mmol) of methyl 9-(3-cyclopentoxy-4-methoxyphenyl)-2,4,6,8-E,E,E,E-nontetraenoate in 75 mL of methanol is added 0.05 g of 5% palladium on carbon black. The suspension is shaken under a 50 psi atmosphere of hydrogen for 20.9 hours after which time the excess gas is dissociated and the solution is filtered over Celite 545. The mixture is concentrated to dryness followed by liquid chromatography of the crude product over 100 g of silica gel eluting with 5% ethyl acetat... Solvent: CO (methanol). Reported procedure: A solution of 1,1,1-trifluoro-2,4-hexane-dione (2.4 g, 14.3 mmol), hydrazine hydrate (1.0 g, 19.0 mmol) and acetic acid (1 drop) in water (10 mL) was heated to reflux for 1 h. The reaction mixture was then cooled in an ice bath to form a white precipitate. The precipitate was then filtered, dissolved in chloroform and dried over MgSO4. The resulting solution was concentrated under reduced pressure to provide 1.39 g of the title compound. This compound was of sufficient purity to use in subsequen... The solvent is O (water). Reagents/catalysts: C(C)(=O)O (acetic acid). Yield: 59.2%. Starting materials: FC(C(CC(CC)=O)=O)(F)F (1,1,1-trifluoro-2,4-hexane-dione), O.NN (hydrazine hydrate). Yields the product C(C)C1=CC(=NN1)C(F)(F)F (5-ethyl-3-(trifluoromethyl)-1H-pyrazole). As a reaction SMILES: [F:1][C:2]([F:11])([F:10])[C:3](=O)[CH2:4][C:5](=O)[CH2:6][CH3:7].O.[NH2:13][NH2:14]>C(O)(=O)C.O>[CH2:6]([C:5]1[NH:14][N:13]=[C:3]([C:2]([F:11])([F:10])[F:1])[CH:4]=1)[CH3:7] |f:1.2|. Reactants: C(C)OC(C(C)(C)OC1=C(C=C(C=C1)CNC=1N(N=C(C1)C1=CC=C(C=C1)Cl)C)C)=O (2-(4-{[5-(4-Chloro-phenyl)-2-methyl-2H-pyrazol-3-yl-amino]-methyl}-2-methyl-phenoxy)-2-methyl-propionic acid ethyl ester), C(=O)([O-])[O-].[Cs+].[Cs+] (Cs2CO3), C(C)I (Ethyl iodide). Conditions: temperature 95 celsius, time 8 hour. Yields the product C(C)OC(C(C)(C)OC1=C(C=C(C=C1)CN(CC)C=1N(N=C(C1)C1=CC=C(C=C1)Cl)C)C)=O (2-[4-({[5-(4-Chloro-phenyl)-2-methyl-2H-pyrazol-3-yl]-ethyl-amino}-methyl)-2-methyl-phenoxy]-2-methyl-propionic acid ethyl ester). The yield is 17.0%. Reaction SMILES: [CH2:1]([O:3][C:4](=[O:31])[C:5]([O:8][C:9]1[CH:14]=[CH:13][C:12]([CH2:15][NH:16][C:17]2[N:18]([CH3:29])[N:19]=[C:20]([C:22]3[CH:27]=[CH:26][C:25]([Cl:28])=[CH:24][CH:23]=3)[CH:21]=2)=[CH:11][C:10]=1[CH3:30])([CH3:7])[CH3:6])[CH3:2].C([O-])([O-])=O.[Cs+].[Cs+].[CH2:38](I)[CH3:39]>>[CH2:1]([O:3][C:4](=[O:31])[C:5]([O:8][C:9]1[CH:14]=[CH:13][C:12]([CH2:15][N:16]([C:17]2[N:18]([CH3:29])[N:19]=[C:20]([C:22]3[CH:23]=[CH:24][C:25]([Cl:28])=[CH:26][CH:27]=3)[CH:21]=2)[CH2:38][CH3:39])=[CH:11][C:10]=1[CH3:30])([CH3:6])[CH3:7])[CH3:2] |f:1.2.3|. Reported procedure: A solution of example 15 (1.8 g, 4 mmol) in MIK (50 mL) was treated with Cs2CO3 (5 g, excess) and Ethyl iodide (2 mL). The resulting mixture was stirred at 95° C. overnight under pressure. After cooling to rt the reaction mixture was filtered off and the filtrate was evaporated off. The residue was diluted with DCM, washed with water and drying over Na2SO4 and filtration evaporation to give the title compound (320 mg, 0.68 mmol) as oil in a 17% yield after purification by flash chromatography. Starting materials: COC(CCCCC=C1CCC1)=O (6-cyclobutylidene-hexanoic acid methyl ester), CC(C)C[AlH]CC(C)C (DIBAL-H). Run in C1(=CC=CC=C1)C (toluene). Run at temperature 0 celsius, time 30 minute. Product: C1(CCC1)=CCCCCCO (6-cyclobutylidene-hexan-1-ol). RXN SMILES: C[O:2][C:3](=O)[CH2:4][CH2:5][CH2:6][CH2:7][CH:8]=[C:9]1[CH2:12][CH2:11][CH2:10]1.CC(C[AlH]CC(C)C)C>C1(C)C=CC=CC=1>[C:9]1(=[CH:8][CH2:7][CH2:6][CH2:5][CH2:4][CH2:3][OH:2])[CH2:12][CH2:11][CH2:10]1. Reported procedure: To a stirred solution of 6-cyclobutylidene-hexanoic acid methyl ester (0.60 g, 3.3 mmol) in toluene (30 mL) was added DIBAL-H (8.2 mL, 1 M solution in hexane, 8.2 mmol) dropwise at 0° C. under N2. After stirring at 0° C. for 30 min, the reaction was quenched by MeOH (3 mL). Saturated aqueous sodium potassium tartrate (20 mL) was added to the reaction mixture. After stirrng for 1 h, the organic layer was separated and the aqueous phase was extracted with ether. The combined organic layers were wa... Reactants: CC1=C(CN)C=CC=C1 (2-Methylbenzylamine). Reagents/catalysts: [Pd] (Pd). The solvent is CC#N (CH3CN). Conditions: temperature 90 celsius, time 6 hour. Yields the product CC1=C(CNCC2=C(C=CC=C2)C)C=CC=C1 (di-(2-methylbenzyl)amine). The yield is 87.0%. Reaction SMILES: [CH3:1][C:2]1[CH:9]=[CH:8][CH:7]=[CH:6][C:3]=1[CH2:4][NH2:5]>[Pd].CC#N>[CH3:1][C:2]1[CH:9]=[CH:8][CH:7]=[CH:6][C:3]=1[CH2:4][NH:5][CH2:1][C:2]1[CH:9]=[CH:8][CH:7]=[CH:6][C:3]=1[CH3:4]. Procedure details: 2-Methylbenzylamine (0.5 mmol) was heated with catalyst Pd@ba-GO (10 mg) and solvent CH3CN (0.2 mL) at 90° C. in a flask open to air for 6 hours, and then stirred also at 90° C. under H2 gas (1 atm) for 6 hours to obtain di-(2-methylbenzyl)amine. Again, an unexpectedly high yield of 87% was observed. The reactants are C(C)N1N=C(C(=C1)C1=C2C(=NC=C1)NC(=C2)C2=CC=C(C=C2)CN2CCCC2)C2=CC=C(N)C=C2 (4-(1-ethyl-4-{2-[4-(1-pyrrolidinylmethyl)phenyl]-1H-pyrrolo[2,3-b]pyridin-4-yl}-1H-pyrazol-3-yl)aniline), C(C)N=C=O (ethyl isocyanate). Product: C(C)NC(=O)NC1=CC=C(C=C1)C1=NN(C=C1C1=C2C(=NC=C1)NC(=C2)C2=CC=C(C=C2)CN2CCCC2)CC (N-ethyl-N′-[4-(1-ethyl-4-{2-[4-(1-pyrrolidinylmethyl)phenyl]-1H-pyrrolo[2,3-b]pyridin-4-yl}-1H-pyrazol-3-yl)phenyl]urea). As a reaction SMILES: [CH2:1]([N:3]1[CH:7]=[C:6]([C:8]2[CH:13]=[CH:12][N:11]=[C:10]3[NH:14][C:15]([C:17]4[CH:22]=[CH:21][C:20]([CH2:23][N:24]5[CH2:28][CH2:27][CH2:26][CH2:25]5)=[CH:19][CH:18]=4)=[CH:16][C:9]=23)[C:5]([C:29]2[CH:35]=[CH:34][C:32]([NH2:33])=[CH:31][CH:30]=2)=[N:4]1)[CH3:2].[CH2:36]([N:38]=[C:39]=[O:40])[CH3:37]>>[CH2:36]([NH:38][C:39]([NH:33][C:32]1[CH:31]=[CH:30][C:29]([C:5]2[C:6]([C:8]3[CH:13]=[CH:12][N:11]=[C:10]4[NH:14][C:15]([C:17]5[CH:18]=[CH:19][C:20]([CH2:23][N:24]6[CH2:28][CH2:27][CH2:26][CH2:25]6)=[CH:21][CH:22]=5)=[CH:16][C:9]=34)=[CH:7][N:3]([CH2:1][CH3:2])[N:4]=2)=[CH:35][CH:34]=1)=[O:40])[CH3:37]. Reported procedure: Following the procedure described in Example 48 4-(1-ethyl-4-{2-[4-(1-pyrrolidinylmethyl)phenyl]-1H-pyrrolo[2,3-b]pyridin-4-yl}-1H-pyrazol-3-yl)aniline and ethyl isocyanate provided the title compound. ESMS [M+H]+: 534.4 Reactants: C(C1=CC=CC=C1)OC1=C(C=CC=C1C(C)(O)C=1C=C(C=CC1)C1=C(C=CC=C1)OC)C1=CC=CC=C1 (1-(2-(Benzyloxy)biphenyl-3-yl)-1-(2′-methoxybiphenyl-3-yl)ethanol), C1(=CC=C(C=C1)S(=O)(=O)O)C (para-toluenesulfonic acid). Product: C(C1=CC=CC=C1)OC1=C(C=CC=C1C(=C)C=1C=C(C=CC1)C1=C(C=CC=C1)OC)C1=CC=CC=C1 (3′-(1-(2-(Benzyloxy)biphenyl-3-yl)vinyl)-2-methoxybiphenyl). The yield is 40.1%. Procedure details: A solution of crude 22 (2.66 mmol) in toluene (60 mL) was treated with para-toluenesulfonic acid (20 mg) and refluxed under a Dean-Stark trap for 1.5 hrs. After cooling, the reaction mixture was diluted with ethyl acetate (100 mL) and washed with saturated sodium bicarbonate (100 mL) and water (100 mL). The solvent was removed in a rotary evaporator and the crude product was purified by chromatography on silica (40 g) with hexane (2 L) and 1% ethyl acetate in hexane (2 L) to afford pure 23 (0.12... The solvent is C(C)(=O)OCC (ethyl acetate), C1(=CC=CC=C1)C (toluene). Reaction SMILES: [CH2:1]([O:8][C:9]1[C:14]([C:15]([C:18]2[CH:19]=[C:20]([C:24]3[CH:29]=[CH:28][CH:27]=[CH:26][C:25]=3[O:30][CH3:31])[CH:21]=[CH:22][CH:23]=2)(O)[CH3:16])=[CH:13][CH:12]=[CH:11][C:10]=1[C:32]1[CH:37]=[CH:36][CH:35]=[CH:34][CH:33]=1)[C:2]1[CH:7]=[CH:6][CH:5]=[CH:4][CH:3]=1.C1(C)C=CC(S(O)(=O)=O)=CC=1>C1(C)C=CC=CC=1.C(OCC)(=O)C>[CH2:1]([O:8][C:9]1[C:14]([C:15]([C:18]2[CH:19]=[C:20]([C:24]3[CH:29]=[CH:28][CH:27]=[CH:26][C:25]=3[O:30][CH3:31])[CH:21]=[CH:22][CH:23]=2)=[CH2:16])=[CH:13][CH:12]=[CH:11][C:10]=1[C:32]1[CH:37]=[CH:36][CH:35]=[CH:34][CH:33]=1)[C:2]1[CH:7]=[CH:6][CH:5]=[CH:4][CH:3]=1.